This data is from the Open Reaction Database (ORD), a public repository of structured organic reaction records. The task is: describe an organic reaction: reactants, conditions, products, and yield The reactants are [OH-].[NH4+] (ammonium hydroxide), CC1=CC=C(C(=O)C2=CC=C(N2C)CC=2C=C(C=CC2)[N+](=O)[O-])C=C1 (3-{5-(4-methylbenzoyl)-1-methyl-1H-pyrrol-2-ylmethyl}-nitrobenzene), Cl (HCl). The reagents and catalysts are B#[Ni] (nickel boride). Solvent: CO (methanol). Reaction conditions: temperature 65 celsius. Product: CC1=CC=C(C(=O)C2=CC=C(N2C)CC=2C=C(N)C=CC2)C=C1 (3-{5-(4-methylbenzoyl)-1-methyl-1H-pyrrol-2-yl-methyl}aniline). Isolated yield 92.2%. Reaction SMILES: [CH3:1][C:2]1[CH:25]=[CH:24][C:5]([C:6]([C:8]2[N:12]([CH3:13])[C:11]([CH2:14][C:15]3[CH:16]=[C:17]([N+:21]([O-])=O)[CH:18]=[CH:19][CH:20]=3)=[CH:10][CH:9]=2)=[O:7])=[CH:4][CH:3]=1.Cl.[OH-].[NH4+]>B#[Ni].CO>[CH3:1][C:2]1[CH:3]=[CH:4][C:5]([C:6]([C:8]2[N:12]([CH3:13])[C:11]([CH2:14][C:15]3[CH:16]=[C:17]([CH:18]=[CH:19][CH:20]=3)[NH2:21])=[CH:10][CH:9]=2)=[O:7])=[CH:24][CH:25]=1 |f:2.3|. Procedure: A mixture of 3-{5-(4-methylbenzoyl)-1-methyl-1H-pyrrol-2-ylmethyl}-nitrobenzene (0.86 g, 2.6 mmol) [prepared as in Example 8, Step (c)], nickel boride (1.0 g), 10% HCl (13 ml), and methanol (35 ml) was heated at 65° C. for 40 min. The reaction mixture was cooled to room temperature, made basic with concentrated ammonium hydroxide, and filtered through Celite®. The product was extracted into ethyl acetate, and the organic extracts were washed with water and brine, and dried over sodium sulfate. E... Reactants: CC(C)(C)Oc1ccc(CCCCI)cc1, O=C([O-])[O-], O=Cc1ncc[nH]1, [K+], [K+], CN(C)C=O, O. Product: CC(C)(C)Oc1ccc(CCCCn2ccnc2C=O)cc1. RXN SMILES: [C:1]([CH3:2])([CH3:3])([CH3:4])[O:5][c:6]1[cH:7][cH:8][c:9]([CH2:12][CH2:13][CH2:14][CH2:15][I:16])[cH:10][cH:11]1.[C:24](=[O:25])([O-:26])[O-:27].[CH:17](=[O:18])[c:19]1[nH:20][cH:21][cH:22][n:23]1.[K+:28].[K+:29].[O:31]=[CH:32][N:33]([CH3:34])[CH3:35].[OH2:30]>>[C:1]([CH3:2])([CH3:3])([CH3:4])[O:5][c:6]1[cH:7][cH:8][c:9]([CH2:12][CH2:13][CH2:14][CH2:15][n:20]2[c:19]([CH:17]=[O:18])[n:23][cH:22][cH:21]2)[cH:10][cH:11]1. Starting materials: C1CCOC1, [Li]CCCC, CI, COC(=O)C1CCCC1, CC(C)NC(C)C, Cl, O. The product is COC(=O)C1(C)CCCC1. As a reaction SMILES: [CH2:25]1[O:26][CH2:27][CH2:28][CH2:29]1.[CH2:8]([Li:9])[CH2:10][CH2:11][CH3:12].[CH3:22][I:23].[CH:13]1([C:18](=[O:19])[O:20][CH3:21])[CH2:14][CH2:15][CH2:16][CH2:17]1.[CH:1]([NH:2][CH:3]([CH3:4])[CH3:5])([CH3:6])[CH3:7].[ClH:24].[OH2:30]>>[CH3:1][C:13]1([C:18](=[O:19])[O:20][CH3:21])[CH2:14][CH2:15][CH2:16][CH2:17]1. The reactants are NC1=C(C=NN1C1=CC=C(C=C1)F)C(=O)NCC1(OC1)C(F)(F)F (5-amino-1-(4-fluorophenyl)-N-{[2-(trifluoromethyl)-2-oxiranyl]methyl}-1H-pyrazole-4-carb oxamide), C(C)N (ethylamine), C(C)N (ethylamine). The solvent is C(C)#N (acetonitrile). Product: NC1=C(C=NN1C1=CC=C(C=C1)F)C(=O)NCC(C(F)(F)F)(O)CNCC (5-Amino-N-{2-[(ethylamino)methyl]-3,3,3-trifluoro-2-hydroxypropyl}-1-(4-fluorophenyl)-1H-pyrazole-4-carboxamide). Yield: 101.4%. Reaction SMILES: [NH2:1][C:2]1[N:6]([C:7]2[CH:12]=[CH:11][C:10]([F:13])=[CH:9][CH:8]=2)[N:5]=[CH:4][C:3]=1[C:14]([NH:16][CH2:17][C:18]1([C:21]([F:24])([F:23])[F:22])[CH2:20][O:19]1)=[O:15].[CH2:25]([NH2:27])[CH3:26]>C(#N)C>[NH2:1][C:2]1[N:6]([C:7]2[CH:8]=[CH:9][C:10]([F:13])=[CH:11][CH:12]=2)[N:5]=[CH:4][C:3]=1[C:14]([NH:16][CH2:17][C:18]([CH2:20][NH:27][CH2:25][CH3:26])([OH:19])[C:21]([F:24])([F:22])[F:23])=[O:15]. Procedure: To a solution of 5-amino-1-(4-fluorophenyl)-N-{[2-(trifluoromethyl)-2-oxiranyl]methyl}-1H-pyrazole-4-carb oxamide (2 g, 5.8 mmol) in acetonitrile (25 ml) was added ethylamine (5 ml, 23 mmol). The solution was stirred at room temperature for 24 hours under nitrogen before further ethylamine (2 ml) was added. The solution was concentrated under reduced pressure to give the title compound (2.290 g). The reactants are C(CCCCCCCCCCCCCC)C1=CC=C(N)C=C1 (4-pentadecanylaniline), C([O-])([O-])=O.[K+].[K+] (potassium carbonate), ClCCl (dichloromethane). Run in ClC(=O)OC (methyl chloroformate), O (water), O (water). Reaction conditions: time 14 hour. The product is COC(NC1=CC=C(C=C1)CCCCCCCCCCCCCCC)=O (methyl(4-pentadecylphenyl)carbamate). RXN SMILES: [CH2:1]([C:16]1[CH:22]=[CH:21][C:19]([NH2:20])=[CH:18][CH:17]=1)[CH2:2][CH2:3][CH2:4][CH2:5][CH2:6][CH2:7][CH2:8][CH2:9][CH2:10][CH2:11][CH2:12][CH2:13][CH2:14][CH3:15].[C:23](=[O:26])([O-])[O-:24].[K+].[K+].Cl[CH2:30]Cl>ClC(OC)=O.O>[CH3:30][O:24][C:23](=[O:26])[NH:20][C:19]1[CH:18]=[CH:17][C:16]([CH2:1][CH2:2][CH2:3][CH2:4][CH2:5][CH2:6][CH2:7][CH2:8][CH2:9][CH2:10][CH2:11][CH2:12][CH2:13][CH2:14][CH3:15])=[CH:22][CH:21]=1 |f:1.2.3|. Procedure: To the solution of 4-pentadecanylaniline (3.4 g) in dichloromethane (60 mL), methyl chloroformate (1.1 mL) and the solution of potassium carbonate (7.8 g) in water (110 mL) were added at 0° C., followed by stirring at room temperature for 14 hours. The reaction solution was poured to water, followed by extraction with dichloroethane. The organic layer was washed sequentially with 2N hydrochloric acid, water and an aqueous saturated sodium chloride solution, and dried with anhydrous magnesium sul... The reactants are CC1=NN(C2=CC(=CC=C12)NC1=NN2C(C=CC=C2NCC2CCOCC2)=N1)S(=O)(=O)C1=CC=C(C)C=C1 (N2-(3-Methyl-1-tosyl-1H-indazol-6-yl)-N5-((tetrahydro-2H-pyran-4-yl)methyl)-[1,2,4]triazolo[1,5-a]pyridine-2,5-diamine), BrC1=CC=C2C(=NN(C2=C1)S(=O)(=O)C1=CC=C(C)C=C1)C (6-bromo-3-methyl-1-tosyl-1H-indazole), N5-((tetrahydro-2H-pyran-4-yl)methyl)-[1,2,4]triazolo[1,5-c]pyridine-2,5-diamine, C([O-])([O-])=O.[Cs+].[Cs+] (cesium carbonate), C1(=CC=CC=C1)P(C1=CC=CC=2C(C3=CC=CC(=C3OC12)P(C1=CC=CC=C1)C1=CC=CC=C1)(C)C)C1=CC=CC=C1 (4,5-bis(diphenylphosphino)-9,9-dimethylxanthene). Reagents/catalysts: C=1C=CC(=CC1)/C=C/C(=O)/C=C/C2=CC=CC=C2.C=1C=CC(=CC1)/C=C/C(=O)/C=C/C2=CC=CC=C2.C=1C=CC(=CC1)/C=C/C(=O)/C=C/C2=CC=CC=C2.[Pd].[Pd] (tris(dibenzylideneacetone)dipalladium(0)). Run in O (Water), O1CCOCC1 (1,4-dioxane). Conditions: temperature 100 celsius, time 30 minute. Product: CC1=NNC2=CC(=CC=C12)NC1=NN2C(C=CC=C2NCC2CCOCC2)=N1 (N2-(3-methyl-1H-indazol-6-yl)-N5-((tetrahydro-2H-pyran-4-yl)methyl)-[1,2,4]triazolo[1,5-a]pyridine-2,5-diamine). Isolated yield 80.0%. RXN SMILES: [CH3:1][C:2]1[C:10]2[C:5](=[CH:6][C:7]([NH:11][C:12]3[N:28]=[C:15]4[CH:16]=[CH:17][CH:18]=[C:19]([NH:20][CH2:21][CH:22]5[CH2:27][CH2:26][O:25][CH2:24][CH2:23]5)[N:14]4[N:13]=3)=[CH:8][CH:9]=2)[N:4](S(C2C=CC(C)=CC=2)(=O)=O)[N:3]=1.C1(P(C2C=CC=CC=2)C2C3OC4C(=CC=CC=4P(C4C=CC=CC=4)C4C=CC=CC=4)C(C)(C)C=3C=CC=2)C=CC=CC=1.BrC1C=C2C(C(C)=NN2S(C2C=CC(C)=CC=2)(=O)=O)=CC=1.C(=O)([O-])[O-].[Cs+].[Cs+]>O1CCOCC1.C1C=CC(/C=C/C(/C=C/C2C=CC=CC=2)=O)=CC=1.C1C=CC(/C=C/C(/C=C/C2C=CC=CC=2)=O)=CC=1.C1C=CC(/C=C/C(/C=C/C2C=CC=CC=2)=O)=CC=1.[Pd].[Pd].O>[CH3:1][C:2]1[C:10]2[C:5](=[CH:6][C:7]([NH:11][C:12]3[N:28]=[C:15]4[CH:16]=[CH:17][CH:18]=[C:19]([NH:20][CH2:21][CH:22]5[CH2:27][CH2:26][O:25][CH2:24][CH2:23]5)[N:14]4[N:13]=3)=[CH:8][CH:9]=2)[NH:4][N:3]=1 |f:3.4.5,7.8.9.10.11|. Procedure details: N2-(3-Methyl-1-tosyl-1H-indazol-6-yl)-N5-((tetrahydro-2H-pyran-4-yl)methyl)-[1,2,4]triazolo[1,5-a]pyridine-2,5-diamine. A mixture of tris(dibenzylideneacetone)dipalladium(0) (0.074 g, 0.081 mmol) and 4,5-bis(diphenylphosphino)-9,9-dimethylxanthene (0.094 g, 0.162 mmol) in 1,4-dioxane (4 mL) was heated briefly with a heat gun until most of the solids had dissolved and then added to 6-bromo-3-methyl-1-tosyl-1H-indazole (0.295 g, 0.809 mmol), N5-((tetrahydro-2H-pyran-4-yl)methyl)-[1,2,4]triazolo[1,... Run in C(C)O (ethanol). Reagents/catalysts: [Pd] (palladium on charcoal). The reactants are CNC([C@@H](NC(C(=CC(=O)OCC1=CC=CC=C1)CC(C)C)=O)CC1=CC=C(C=C1)OC)=O (N-[3-(benzyloxycarbonyl)-2-(2-methylpropyl)propenoyl]-O-methyl-L-tyrosine N-methylamide), C1=CCCCC1 (cyclohexene). Yields the product CNC([C@@H](NC(C(=CC(=O)O)CC(C)C)=O)CC1=CC=C(C=C1)OC)=O (N-[3-carboxy-2-(2-methylpropyl)propenoyl]-O-methyl-L-tyrosine N-methylamide). Reported procedure: E and Z N-[3-(benzyloxycarbonyl)-2-(2-methylpropyl)propenoyl]-O-methyl-L-tyrosine N-methylamide (3.0 g.) was heated under reflux for 2 hours in ethanol (60 mls.) and cyclohexene (30 mls.) in the presence of 10% palladium on charcoal (0.75 g.). The resultant reaction mixture was filtered through Celite and the solvent removed by evaporation in vacuo to yield a gum. This gum was crystallized from methanol/water to yield E and Z N-[3-carboxy-2-(2-methylpropyl)propenoyl]-O-methyl-L-tyrosine N-methyl... As a reaction SMILES: [CH3:1][NH:2][C:3](=[O:33])[C@H:4]([CH2:24][C:25]1[CH:30]=[CH:29][C:28]([O:31][CH3:32])=[CH:27][CH:26]=1)[NH:5][C:6](=[O:23])[C:7]([CH2:19][CH:20]([CH3:22])[CH3:21])=[CH:8][C:9]([O:11]CC1C=CC=CC=1)=[O:10].C1CCCCC=1>C(O)C.[Pd]>[CH3:1][NH:2][C:3](=[O:33])[C@H:4]([CH2:24][C:25]1[CH:26]=[CH:27][C:28]([O:31][CH3:32])=[CH:29][CH:30]=1)[NH:5][C:6](=[O:23])[C:7]([CH2:19][CH:20]([CH3:21])[CH3:22])=[CH:8][C:9]([OH:11])=[O:10].